This data is from the Open Reaction Database (ORD), a public repository of structured organic reaction records. The task is: describe an organic reaction: reactants, conditions, products, and yield Starting materials: O=S(=O)(c1cccc(Br)c1)N1CCOCC1, COc1ccc(CN(Cc2ccc(OC)cc2)c2ncc(-c3nc(N4CCOCC4)nc4c3CCN4)cn2)cc1, COc1ccc(CN(Cc2ccc(OC)cc2)c2ncc(-c3nc(N4CCOCC4)nc4c3CCN4c3cccc(S(=O)(=O)N4CCOCC4)c3)cn2)cc1. Yields the product Nc1ncc(-c2nc(N3CCOCC3)nc3c2CCN3c2cccc(S(=O)(=O)N3CCOCC3)c2)cn1. As a reaction SMILES: [Br:41][c:42]1[cH:43][c:44]([S:45]([N:46]2[CH2:47][CH2:48][O:49][CH2:50][CH2:51]2)(=[O:52])=[O:53])[cH:54][cH:55][cH:56]1.[CH3:1][O:2][c:3]1[cH:4][cH:5][c:6]([CH2:7][N:8]([CH2:9][c:10]2[cH:11][cH:12][c:13]([O:14][CH3:15])[cH:16][cH:17]2)[c:18]2[n:19][cH:20][c:21](-[c:22]3[c:23]4[c:27]([n:28][c:29]([N:30]5[CH2:31][CH2:32][O:33][CH2:34][CH2:35]5)[n:36]3)[NH:26][CH2:25][CH2:24]4)[cH:37][n:38]2)[cH:39][cH:40]1.[CH3:57][O:58][c:59]1[cH:60][cH:61][c:62]([CH2:63][N:64]([c:65]2[n:66][cH:67][c:68](-[c:71]3[c:72]4[c:73]([n:74][c:75]([N:77]5[CH2:78][CH2:79][O:80][CH2:81][CH2:82]5)[n:76]3)[N:83]([c:86]3[cH:87][c:88]([S:92](=[O:93])(=[O:94])[N:95]5[CH2:96][CH2:97][O:98][CH2:99][CH2:100]5)[cH:89][cH:90][cH:91]3)[CH2:84][CH2:85]4)[cH:69][n:70]2)[CH2:101][c:102]2[cH:103][cH:104][c:105]([O:106][CH3:107])[cH:108][cH:109]2)[cH:110][cH:111]1>>[NH2:64][c:65]1[n:66][cH:67][c:68](-[c:71]2[c:72]3[c:73]([n:74][c:75]([N:77]4[CH2:78][CH2:79][O:80][CH2:81][CH2:82]4)[n:76]2)[N:83]([c:86]2[cH:87][c:88]([S:92](=[O:93])(=[O:94])[N:95]4[CH2:96][CH2:97][O:98][CH2:99][CH2:100]4)[cH:89][cH:90][cH:91]2)[CH2:84][CH2:85]3)[cH:69][n:70]1.